Dataset: the Open Reaction Database (ORD), a public repository of structured organic reaction records. Task: describe an organic reaction: reactants, conditions, products, and yield Starting materials: CC(C)COC(=O)Cl, NCc1ccccc1, COCC(NC(c1ccccc1)(c1ccccc1)c1ccccc1)C(=O)O, CN1CCOCC1, CCOC(C)=O, C1CCOC1. Yields the product COCC(NC(c1ccccc1)(c1ccccc1)c1ccccc1)C(=O)NCc1ccccc1. RXN SMILES: [CH2:35]([O:36][C:37]([Cl:38])=[O:39])[CH:40]([CH3:41])[CH3:42].[CH2:43]([c:44]1[cH:45][cH:46][cH:47][cH:48][cH:49]1)[NH2:50].[CH3:1][O:2][CH2:3][CH:4]([NH:5][C:6]([c:7]1[cH:8][cH:9][cH:10][cH:11][cH:12]1)([c:13]1[cH:14][cH:15][cH:16][cH:17][cH:18]1)[c:19]1[cH:20][cH:21][cH:22][cH:23][cH:24]1)[C:25](=[O:26])[OH:27].[CH3:28][N:29]1[CH2:30][CH2:31][O:32][CH2:33][CH2:34]1.[CH3:56][CH2:57][O:58][C:59](=[O:60])[CH3:61].[O:51]1[CH2:52][CH2:53][CH2:54][CH2:55]1>>[CH3:1][O:2][CH2:3][CH:4]([NH:5][C:6]([c:7]1[cH:8][cH:9][cH:10][cH:11][cH:12]1)([c:13]1[cH:14][cH:15][cH:16][cH:17][cH:18]1)[c:19]1[cH:20][cH:21][cH:22][cH:23][cH:24]1)[C:25](=[O:26])[NH:50][CH2:43][c:44]1[cH:45][cH:46][cH:47][cH:48][cH:49]1. The reactants are CC1(COB(OC1)C=1C=CC(=C(C1)N1N=CC=C1)F)C (1-[5-(5,5-Dimethyl-[1,3,2]dioxaborinan-2-yl)-2-fluorophenyl]-1H-pyrazole), BrC1=CN=C2N1C=CC(=N2)C(C)(C)O (2-(3-bromoimidazo[1,2-α]pyrimidin-7-yl)propan-2-ol). Product: FC1=C(C=C(C=C1)C1=CN=C2N1C=CC(=N2)C(C)(C)O)N2N=CC=C2 (2-[3-(4-fluoro-3-(pyrazol-1-yl)phenyl)imidazo[1,2-α]pyrimidin-7-yl]propan-2-ol). RXN SMILES: CC1(C)COB([C:8]2[CH:9]=[CH:10][C:11]([F:19])=[C:12]([N:14]3[CH:18]=[CH:17][CH:16]=[N:15]3)[CH:13]=2)OC1.Br[C:22]1[N:26]2[CH:27]=[CH:28][C:29]([C:31]([OH:34])([CH3:33])[CH3:32])=[N:30][C:25]2=[N:24][CH:23]=1>>[F:19][C:11]1[CH:10]=[CH:9][C:8]([C:22]2[N:26]3[CH:27]=[CH:28][C:29]([C:31]([OH:34])([CH3:32])[CH3:33])=[N:30][C:25]3=[N:24][CH:23]=2)=[CH:13][C:12]=1[N:14]1[CH:18]=[CH:17][CH:16]=[N:15]1. Reported procedure: 1-[5-(5,5-Dimethyl-[1,3,2]dioxaborinan-2-yl)-2-fluorophenyl]-1H-pyrazole (300 mg, 1.0 mmol) was coupled to 2-(3-bromoimidazo[1,2-α]pyrimidin-7-yl)propan-2-ol (256 mg, 1.0 mmol) using the method in Example 1. Purification by chromatography on silica gel eluting with dichloromethane containing 5% methanol then trituration with diethyl ether gave 2-[3-(4-fluoro-3-(pyrazol-1-yl)phenyl)imidazo[1,2-α]pyrimidin-7-yl]propan-2-ol as a white solid: δH (400 MHz, CDCl3) 1.63 (6H, s), 4.40 (1H, br s), 6.54 (... Reactants: C(C)(=O)OCC (ethyl acetate), N1C(=NC2=C1C=CC=C2)NC2CCN(CC2)C(=O)OCC ((1H-benzimidazol-2-yl)-(1-ethoxycarbonyl-piperidin-4-yl)amine), [H-].[Na+] (sodium hydride), ClCC1=COC=C1 (3-(chloromethyl)furan). The solvent is O1CCCC1 (tetrahydrofuran), CN(C=O)C (dimethylformamide). Run at time 3.5 hour. Yields the product O1C=C(C=C1)CN1C(=NC2=C1C=CC=C2)NC2CCN(CC2)C(=O)OCC ((1-(fur-3-ylmethyl)-1H-benzimidazol-2-yl)(1-(ethoxycarbonyl)piperidin-4-yl)amine). Reaction SMILES: [NH:1]1[C:5]2[CH:6]=[CH:7][CH:8]=[CH:9][C:4]=2[N:3]=[C:2]1[NH:10][CH:11]1[CH2:16][CH2:15][N:14]([C:17]([O:19][CH2:20][CH3:21])=[O:18])[CH2:13][CH2:12]1.[H-].[Na+].Cl[CH2:25][C:26]1[CH:30]=[CH:29][O:28][CH:27]=1.C(OCC)(=O)C>O1CCCC1.CN(C)C=O>[O:28]1[CH:29]=[CH:30][C:26]([CH2:25][N:1]2[C:5]3[CH:6]=[CH:7][CH:8]=[CH:9][C:4]=3[N:3]=[C:2]2[NH:10][CH:11]2[CH2:16][CH2:15][N:14]([C:17]([O:19][CH2:20][CH3:21])=[O:18])[CH2:13][CH2:12]2)=[CH:27]1 |f:1.2|. Procedure: Combine (1H-benzimidazol-2-yl)-(1-ethoxycarbonyl-piperidin-4-yl)amine (1.5 g, 5.2 mmol) in tetrahydrofuran (45 mL) and dimethylformamide (5 mL). Cool in an ice-bath. Add sodium hydride (0.25 g, 60% n in oil, 6.24 mmol). After 3.5 hours, add 3-(chloromethyl)furan (0.91 g, 7.8 mmol). Warm to ambient temperature. After 60 hours, quench by the addition of Glauber's salt (Na2SO4 10 H2O). Evaporate to remove most of the tetrahydrofuran, dilute with ethyl acetate, and extract with a saturated aqueous s... Reactants: N1N=NC(=C1)CCCC(=O)Cl (4-(1H-1,2,3-triazol-4-yl)butanoyl chloride), CCN(C(C)C)C(C)C (Huenig's Base), Cl.NC1CCN(CC1)C(=O)OCC1=CC(=CC(=C1)C(F)(F)F)Br (3-bromo-5-(trifluoromethyl)benzyl 4-aminopiperidine-1-carboxylate hydrochloride salt). Solvent: C(Cl)Cl (DCM), C(Cl)Cl (DCM), C(Cl)Cl (DCM). Conditions: time 2 hour. Product: N1N=NC(=C1)CCCC(=O)NC1CCN(CC1)C(=O)OCC1=CC(=CC(=C1)C(F)(F)F)Br (3-bromo-5-(trifluoromethyl)benzyl 4-(4-(1H-1,2,3-triazol-4-yl)butanamido)piperidine-1-carboxylate). RXN SMILES: Cl.[NH2:2][CH:3]1[CH2:8][CH2:7][N:6]([C:9]([O:11][CH2:12][C:13]2[CH:18]=[C:17]([C:19]([F:22])([F:21])[F:20])[CH:16]=[C:15]([Br:23])[CH:14]=2)=[O:10])[CH2:5][CH2:4]1.CCN(C(C)C)C(C)C.[NH:33]1[CH:37]=[C:36]([CH2:38][CH2:39][CH2:40][C:41](Cl)=[O:42])[N:35]=[N:34]1>C(Cl)Cl>[NH:33]1[CH:37]=[C:36]([CH2:38][CH2:39][CH2:40][C:41]([NH:2][CH:3]2[CH2:4][CH2:5][N:6]([C:9]([O:11][CH2:12][C:13]3[CH:18]=[C:17]([C:19]([F:22])([F:20])[F:21])[CH:16]=[C:15]([Br:23])[CH:14]=3)=[O:10])[CH2:7][CH2:8]2)=[O:42])[N:35]=[N:34]1 |f:0.1|. Procedure: To a stirred suspension of 3-bromo-5-(trifluoromethyl)benzyl 4-aminopiperidine-1-carboxylate hydrochloride salt (92 mg, 0.220 mmol) in DCM (5 mL) at RT under nitrogen was added Huenig's Base (0.077 mL, 0.441 mmol). 4-(1H-1,2,3-triazol-4-yl)butanoyl chloride (38.2 mg, 0.220 mmol) in DCM (2 mL) was added and the reaction mixture stirred for 2 hours. The reaction mixture was diluted with DCM and washed with a 10% solution of citric acid, a saturated solution of brine, and the organic portion was th...